This data is from the Open Reaction Database (ORD), a public repository of structured organic reaction records. The task is: describe an organic reaction: reactants, conditions, products, and yield Starting materials: CC(NC(=O)OC(C)(C)C)C(=O)NC1N=C(c2ccccc2)c2ccccc2N(CCCC(F)(F)F)C1=O, ClCCl, O=C(O)C(F)(F)F. The product is CC(N)C(=O)NC1N=C(c2ccccc2)c2ccccc2N(CCCC(F)(F)F)C1=O. As a reaction SMILES: [C:1]([O:2][C:3](=[O:4])[NH:8][CH:9]([CH3:10])[C:11](=[O:12])[NH:13][CH:14]1[C:15](=[O:38])[N:16]([CH2:31][CH2:32][CH2:33][C:34]([F:35])([F:36])[F:37])[c:17]2[c:18]([cH:27][cH:28][cH:29][cH:30]2)[C:19]([c:21]2[cH:22][cH:23][cH:24][cH:25][cH:26]2)=[N:20]1)([CH3:5])([CH3:6])[CH3:7].[CH2:46]([Cl:47])[Cl:48].[F:39][C:40]([F:41])([F:42])[C:43]([OH:44])=[O:45]>>[NH2:8][CH:9]([CH3:10])[C:11](=[O:12])[NH:13][CH:14]1[C:15](=[O:38])[N:16]([CH2:31][CH2:32][CH2:33][C:34]([F:35])([F:36])[F:37])[c:17]2[c:18]([cH:27][cH:28][cH:29][cH:30]2)[C:19]([c:21]2[cH:22][cH:23][cH:24][cH:25][cH:26]2)=[N:20]1.